Dataset: the Open Reaction Database (ORD), a public repository of structured organic reaction records. Task: describe an organic reaction: reactants, conditions, products, and yield Reactants: C(C)(C)(C)OC(NC1=C(C=C(C(=C1)OCC(F)(F)F)C(F)(F)F)NC(CC(=O)C1=CC(=CC=C1)C=1C=NC(=CC1)OC)=O)=O ([2-{3-[3-(6-methoxy-pyridin-3-yl)-phenyl]-3-oxo-propionylamino}-5-(2,2,2-trifluoro-ethoxy)-4-trifluoromethyl-phenyl]-carbamic acid tert-butyl ester), C(=O)(C(F)(F)F)O (TFA). Solvent: C(Cl)Cl (CH2Cl2). Yields the product COC1=CC=C(C=N1)C=1C=C(C=CC1)C1=NC2=C(NC(C1)=O)C=C(C(=C2)OCC(F)(F)F)C(F)(F)F (4-[3-(6-Methoxy-pyridin-3-yl)-phenyl]-7-(2,2,2-trifluoro-ethoxy)-8-trifluoromethyl-1,3-dihydro-benzo[b][1,4]diazepin-2-one), solid. Isolated yield 39.0%. Reaction SMILES: C(OC(=O)[NH:7][C:8]1[CH:13]=[C:12]([O:14][CH2:15][C:16]([F:19])([F:18])[F:17])[C:11]([C:20]([F:23])([F:22])[F:21])=[CH:10][C:9]=1[NH:24][C:25](=[O:43])[CH2:26][C:27]([C:29]1[CH:34]=[CH:33][CH:32]=[C:31]([C:35]2[CH:36]=[N:37][C:38]([O:41][CH3:42])=[CH:39][CH:40]=2)[CH:30]=1)=O)(C)(C)C.C(O)(C(F)(F)F)=O>C(Cl)Cl>[CH3:42][O:41][C:38]1[N:37]=[CH:36][C:35]([C:31]2[CH:30]=[C:29]([C:27]3[CH2:26][C:25](=[O:43])[NH:24][C:9]4[CH:10]=[C:11]([C:20]([F:22])([F:21])[F:23])[C:12]([O:14][CH2:15][C:16]([F:18])([F:17])[F:19])=[CH:13][C:8]=4[N:7]=3)[CH:34]=[CH:33][CH:32]=2)=[CH:40][CH:39]=1. Procedure: The title compound was prepared from [2-{3-[3-(6-methoxy-pyridin-3-yl)-phenyl]-3-oxo-propionylamino}-5-(2,2,2-trifluoro-ethoxy)-4-trifluoromethyl-phenyl]-carbamic acid tert-butyl ester (Example M152) (377 mg, 0.60 mmol) by treatment with TFA in CH2Cl2 according to the general procedure N. Obtained as an off-white solid (118 mg, 39%). The reactants are CC=1N=C(SC1C(C)O)C1=CC=C(C=C1)C(F)(F)F (1-[4-Methyl-2-(4-trifluoromethyl-phenyl)-thiazol-5-yl]-ethanol), ClC1=C(C#N)C=CC(=C1)O (2-chloro-4-hydroxybenzonitrile), C1(=CC=CC=C1)P(C1=CC=CC=C1)C1=CC=CC=C1 (triphenylphosphine), CCOC(=O)/N=N/C(=O)OCC (diethylazodicarboxylate). The solvent is O1CCCC1 (tetrahydrofuran). Run at time 4 hour. The product is ClC1=C(C#N)C=CC(=C1)OC(C)C1=C(N=C(S1)C1=CC=C(C=C1)C(F)(F)F)C (2-chloro-4-{1-[4-methyl-2-(4-trifluoromethyl-phenyl)-thiazol-5-yl]-ethoxy}-benzonitrile). The yield is 71.3%. Reaction SMILES: [CH3:1][C:2]1[N:3]=[C:4]([C:10]2[CH:15]=[CH:14][C:13]([C:16]([F:19])([F:18])[F:17])=[CH:12][CH:11]=2)[S:5][C:6]=1[CH:7]([OH:9])[CH3:8].[Cl:20][C:21]1[CH:28]=[C:27](O)[CH:26]=[CH:25][C:22]=1[C:23]#[N:24].C1(P(C2C=CC=CC=2)C2C=CC=CC=2)C=CC=CC=1.CCOC(/N=N/C(OCC)=O)=O>O1CCCC1>[Cl:20][C:21]1[CH:28]=[C:27]([O:9][CH:7]([C:6]2[S:5][C:4]([C:10]3[CH:15]=[CH:14][C:13]([C:16]([F:19])([F:18])[F:17])=[CH:12][CH:11]=3)=[N:3][C:2]=2[CH3:1])[CH3:8])[CH:26]=[CH:25][C:22]=1[C:23]#[N:24]. Procedure: 2.0 g 1-[4-Methyl-2-(4-trifluoromethyl-phenyl)-thiazol-5-yl]-ethanol and 1.18 g 2-chloro-4-hydroxybenzonitrile were dissolved in 50 ml tetrahydrofuran. At −20° C. 2.74 g triphenylphosphine and 1.82 g diethylazodicarboxylate were added. The cooling bath was removed and the reaction mixture stirred at room temperature for four hours. Then the reaction mixture was poured on 100 ml ice cold saturated NH4Cl solution and extracted five times with portions of 80 ml ethyl acetate. The combined organic l... The product is CNc1cc(C(C)(C)C)cc(C(C)(C)C)c1O. As a reaction SMILES: [C:17]([BH3-:18])#[N:19].[C:1]([CH3:2])([CH3:3])([CH3:4])[c:5]1[c:6]([OH:16])[c:7]([NH2:15])[cH:8][c:9]([C:11]([CH3:12])([CH3:13])[CH3:14])[cH:10]1.[CH3:21][OH:22].[Na+:20]>>[C:1]([CH3:2])([CH3:3])([CH3:4])[c:5]1[c:6]([OH:16])[c:7]([NH:15][CH3:17])[cH:8][c:9]([C:11]([CH3:12])([CH3:13])[CH3:14])[cH:10]1. The reactants are [BH3-]C#N, CC(C)(C)c1cc(N)c(O)c(C(C)(C)C)c1, CO, [Na+]. Reactants: C(#N)C=1C(=C(SC1N1CCOCC1)C(=O)O)C1=CC=C(C=C1)OC (4-Cyano-3-(4-methoxyphenyl)-5-morpholin-4-ylthiophene-2-carboxylic acid), N (ammonia), C=1C=CC2=C(C1)N=NN2O (HOBT), CCN=C=NCCCN(C)C (EDCI). The solvent is C(Cl)Cl (DCM). Run at time 2 hour. The product is C(#N)C=1C(=C(SC1N1CCOCC1)C(=O)N)C1=CC=C(C=C1)OC (4-cyano-3-(4-methoxyphenyl)-5-morpholin-4-ylthiophene-2-carboxamide). Yield: 81.5%. Reaction SMILES: [C:1]([C:3]1[C:4]([C:17]2[CH:22]=[CH:21][C:20]([O:23][CH3:24])=[CH:19][CH:18]=2)=[C:5]([C:14]([OH:16])=O)[S:6][C:7]=1[N:8]1[CH2:13][CH2:12][O:11][CH2:10][CH2:9]1)#[N:2].C1C=CC2N(O)N=[N:31]C=2C=1.CCN=C=NCCCN(C)C.N>C(Cl)Cl>[C:1]([C:3]1[C:4]([C:17]2[CH:18]=[CH:19][C:20]([O:23][CH3:24])=[CH:21][CH:22]=2)=[C:5]([C:14]([NH2:31])=[O:16])[S:6][C:7]=1[N:8]1[CH2:13][CH2:12][O:11][CH2:10][CH2:9]1)#[N:2]. Reported procedure: 4-Cyano-3-(4-methoxyphenyl)-5-morpholin-4-ylthiophene-2-carboxylic acid (0.035 g, 0.10 mmol), HOBT (0.028 g, 0.18 mmol) and EDCI (38 mg, 0.20 mmol) were suspended in DCM (5 mL). After 50 min the reagents dissolved. To the resulting solution was added concentrated aqueous ammonia (0.2 mL, 5 mmol) and the solution was allowed to stir vigorously at rt for 2 h. The reaction mixture was concentrated and the residue was diluted with 1N HCl and extracted with EtOAc. The organic solutions were combined,... Starting materials: CC(=O)O, [O-][Cl+][O-], O=Cc1ccccc1-c1cccc2c1CC(=CCCN1CCC(O)(c3ccc(Cl)cc3)CC1)c1cccnc1O2, [Na+], O, NS(=O)(=O)O. The product is O=C(O)c1ccccc1-c1cccc2c1CC(=CCCN1CCC(O)(c3ccc(Cl)cc3)CC1)c1cccnc1O2. Reaction SMILES: [CH3:50][C:51](=[O:52])[OH:53].[Cl+:46]([O-:47])[O-:48].[Cl:1][c:2]1[cH:3][cH:4][c:5]([C:8]2([OH:40])[CH2:9][CH2:10][N:11]([CH2:14][CH2:15][CH:16]=[C:17]3[CH2:18][c:19]4[c:20]([cH:28][cH:29][cH:30][c:31]4-[c:32]4[c:33]([CH:38]=[O:39])[cH:34][cH:35][cH:36][cH:37]4)[O:21][c:22]4[n:23][cH:24][cH:25][cH:26][c:27]43)[CH2:12][CH2:13]2)[cH:6][cH:7]1.[Na+:49].[OH2:54].[S:41]([OH:42])([NH2:43])(=[O:44])=[O:45]>>[Cl:1][c:2]1[cH:3][cH:4][c:5]([C:8]2([OH:40])[CH2:9][CH2:10][N:11]([CH2:14][CH2:15][CH:16]=[C:17]3[CH2:18][c:19]4[c:20]([cH:28][cH:29][cH:30][c:31]4-[c:32]4[c:33]([C:38](=[O:39])[OH:42])[cH:34][cH:35][cH:36][cH:37]4)[O:21][c:22]4[n:23][cH:24][cH:25][cH:26][c:27]43)[CH2:12][CH2:13]2)[cH:6][cH:7]1. Reactants: CCO, CC(COc1cc(C)cc(C)c1)=NO. Yields the product Cc1cc(C)cc(OCC(C)N)c1. As a reaction SMILES: [CH3:15][CH2:16][OH:17].[CH3:1][c:2]1[cH:3][c:4]([O:5][CH2:6][C:7]([CH3:8])=[N:9][OH:10])[cH:11][c:12]([CH3:14])[cH:13]1>>[CH3:1][c:2]1[cH:3][c:4]([O:5][CH2:6][CH:7]([CH3:8])[NH2:9])[cH:11][c:12]([CH3:14])[cH:13]1.